From a dataset of the Open Reaction Database (ORD), a public repository of structured organic reaction records. describe an organic reaction: reactants, conditions, products, and yield The reactants are [K+].[Br-] (KBr), cyanohydrin, NC1=C(C=CC=C1O)C (2-amino-m-cresol), C(C1=CC=CC=C1)OC(=O)N[C@H](C(O)C=1OC2=C(N1)C=CC=C2)C ((2S)-2-(benzyloxycarbonylamino)-1-benzo[d][1,3]oxazol-2-yl-1-propanol). Solvent: hexanes, CCOC(=O)C (EtOAc). Product: C(C1=CC=CC=C1)OC(=O)N[C@H](C(O)C=1OC2=C(N1)C(=CC=C2)C)C ((2S)-2-(benzyloxycarbonylamino)-1-(4-methylbenzo[d][1,3]oxazol-2-yl)-1-propanol). Yield: 35.0%. As a reaction SMILES: [NH2:1][C:2]1[C:7]([OH:8])=[CH:6][CH:5]=[CH:4][C:3]=1[CH3:9].[CH2:10]([O:17][C:18]([NH:20][C@@H:21]([CH3:33])[CH:22]([C:24]1OC2C=CC=CC=2N=1)[OH:23])=[O:19])[C:11]1[CH:16]=[CH:15][CH:14]=[CH:13][CH:12]=1.[K+].[Br-]>CCOC(C)=O>[CH2:10]([O:17][C:18]([NH:20][C@@H:21]([CH3:33])[CH:22]([C:24]1[O:8][C:7]2[CH:6]=[CH:5][CH:4]=[C:3]([CH3:9])[C:2]=2[N:1]=1)[OH:23])=[O:19])[C:11]1[CH:16]=[CH:15][CH:14]=[CH:13][CH:12]=1 |f:2.3|. Procedure: This material was prepared as a 1:1 mixture of isomers in 35% yield from the above cyanohydrin (707 mg, 3.02 mmol) and 2-amino-m-cresol (409 mg, 3.32 mmol) using the procedure described above for compound 16. An analytical sample was obtained by recrystallization from EtOAc in hexanes (1.3:1 mixture of isomers). mp: 98° C.; IR (KBr) υ 1701, 1690 cm−1; 1H-NMR (400 MHz, CDCl3) δ 7.38-7.20 (m, 7H), 7.15-7.10 (m, 1H), 5.39 and 5.29 (2×d, J=7.9 and 5.4 Hz, 1H), 5.15-4.90 (m, 3H), 4.40 and 4.23 (2×br ... Reactants: O1COC2=C1C=CC(=C2)C2(CC2)C(=O)NC2=CC(=C(C(=O)OC)C=C2)Br (Methyl 4-(1-(benzo[d][1,3]dioxol-5-yl)cyclopropanecarboxamido)-2-bromobenzoate), [Li+].[BH4-] (LiBH4). Solvent: C1CCOC1.CCOCC.O (THF ether H2O). Conditions: temperature 25 celsius, time 16 hour. Yields the product O1COC2=C1C=CC(=C2)C2(CC2)C(=O)NC2=CC(=C(C=C2)CO)Br (1-(benzo[d][1,3]dioxol-5-yl)-N-(3-bromo-4-(hydroxymethyl)phenyl)cyclopropanecarboxamide). Isolated yield 73.5%. As a reaction SMILES: [O:1]1[C:5]2[CH:6]=[CH:7][C:8]([C:10]3([C:13]([NH:15][C:16]4[CH:25]=[CH:24][C:19]([C:20](OC)=[O:21])=[C:18]([Br:26])[CH:17]=4)=[O:14])[CH2:12][CH2:11]3)=[CH:9][C:4]=2[O:3][CH2:2]1.[Li+].[BH4-]>C1COCC1.CCOCC.O>[O:1]1[C:5]2[CH:6]=[CH:7][C:8]([C:10]3([C:13]([NH:15][C:16]4[CH:25]=[CH:24][C:19]([CH2:20][OH:21])=[C:18]([Br:26])[CH:17]=4)=[O:14])[CH2:12][CH2:11]3)=[CH:9][C:4]=2[O:3][CH2:2]1 |f:1.2,3.4.5|. Reported procedure: Methyl 4-(1-(benzo[d][1,3]dioxol-5-yl)cyclopropanecarboxamido)-2-bromobenzoate (4.12 g, 9.9 mmol) was added to a solution of LiBH4 (429 mg, 19.8 mmol) in THF/ether/H2O (20/20/1 mL) and was allowed to stir at 25° C. After 16 hours, the reaction was quenched with H2O (10 mL). The reaction mixture was diluted with dichloromethane (25 mL) and was extracted with 1N HCl (30 mL×3) and brine (30 mL). The organic extracts were dried over Na2SO4 and evaporated. The crude product was purified by chromatogr... Starting materials: C(C1=CC=CC=C1)OC(=O)N1C(OC([C@@H]1CC1CCCCC1)C(CN1CCC(CC1)C)O)(C)C ((4S,5RS)-3-benzyloxycarbonyl-4-cyclohexylmethyl-2,2-dimethyl-5-[(1RS)-1-hydroxy-2-(4methylpiperidino)ethyl]oxazolidine). The reagents and catalysts are [Pd] (palladium black). Run in C(C)O (ethanol). The product is N[C@H](C(C(CN1CCC(CC1)C)O)O)CC1CCCCC1 ((2RS,3RS,4S)-4-amino-5-cyclohexyl-1-(4-methylpiperidino)-2,3-pentanediol). The yield is 101.8%. Reaction SMILES: C(OC([N:11]1[C@@H:15]([CH2:16][CH:17]2[CH2:22][CH2:21][CH2:20][CH2:19][CH2:18]2)[CH:14]([CH:23]([OH:32])[CH2:24][N:25]2[CH2:30][CH2:29][CH:28]([CH3:31])[CH2:27][CH2:26]2)[O:13]C1(C)C)=O)C1C=CC=CC=1>C(O)C.[Pd]>[NH2:11][C@@H:15]([CH2:16][CH:17]1[CH2:18][CH2:19][CH2:20][CH2:21][CH2:22]1)[CH:14]([OH:13])[CH:23]([OH:32])[CH2:24][N:25]1[CH2:26][CH2:27][CH:28]([CH3:31])[CH2:29][CH2:30]1. Procedure details: 70 mg of (4S,5RS)-3-benzyloxycarbonyl-4-cyclohexylmethyl-2,2-dimethyl-5-[(1RS)-1-hydroxy-2-(4methylpiperidino)ethyl]oxazolidine was dissolved in 1.5 ml of ethanol, and palladium black was added thereto. The mixture was treated in the same manner as in Example 17 to obtain 45 mg of (2RS,3RS,4S)-4-amino-5-cyclohexyl-1-(4-methylpiperidino)-2,3-pentanediol as colorless oily substance. Reactants: ClC1=C2C(C(NC2=CC(=C1)Cl)=O)=O (4,6-dichloroindolin-2,3-dione), O (water). Reagents/catalysts: [O-2].[O-2].[O-2].[Cr+6] (chromium trioxide). Solvent: C(C)(=O)O (acetic acid). Yields the product ClC1=CC(=CC2=C1C(OC(N2)=O)=O)Cl (5,7-dichloro-2H-3,1-benzoxazine-2,4(1H)-dione). As a reaction SMILES: [Cl:1][C:2]1[CH:10]=[C:9]([Cl:11])[CH:8]=[C:7]2[C:3]=1[C:4](=[O:13])[C:5](=[O:12])[NH:6]2.[OH2:14]>C(O)(=O)C.[O-2].[O-2].[O-2].[Cr+6]>[Cl:1][C:2]1[C:3]2[C:4](=[O:13])[O:12][C:5](=[O:14])[NH:6][C:7]=2[CH:8]=[C:9]([Cl:11])[CH:10]=1 |f:3.4.5.6|. Reported procedure: To a suspension of 4,6-dichloroindolin-2,3-dione (5.95 g) in acetic acid (95 ml) was added chromium trioxide (16 g) over a period of 15 minutes at 60° C. with stirring and the mixture was stirred at 70°-75° C. for 1 hour. After cooling, the reaction mixture was poured into water (360 ml) and the resulting precipitates were collected by filtration. The filtrate was extracted with ethyl acetate. The extract was washed with water and dried. Removal of the solvent gave a residue, which was combined ... As a reaction SMILES: [CH3:19][c:20]1[cH:21][cH:22][cH:23][cH:24][cH:25]1.[CH3:2][O:3][C:4](=[O:5])[O:6][CH3:7].[CH3:8][O:9][c:10]1[cH:11][cH:12][c:13]([C:16]([CH3:17])=[O:18])[cH:14][cH:15]1.[Na:1]>>[C:4](=[O:5])([O:6][CH3:7])[CH2:17][C:16]([c:13]1[cH:12][cH:11][c:10]([O:9][CH3:8])[cH:15][cH:14]1)=[O:18]. Product: COC(=O)CC(=O)c1ccc(OC)cc1. The reactants are Cc1ccccc1, COC(=O)OC, COc1ccc(C(C)=O)cc1, [Na]. Reactants: CC1=NC=C(C(=C1OC(C)=O)C(C)O)CSC(C1=CC=CC=C1)=O (2-methyl-3-acetoxy-4-(1-hydroxyethyl)-5-benzoylthiomethylpyridine). The solvent is COCCOCCOC (diglyme). The product is CC1=NC=C(C(=C1O)C=C)CSC(C1=CC=CC=C1)=O (2-methyl-3-hydroxy-4-vinyl-5-benzoylthiomethylpyridine). As a reaction SMILES: [CH3:1][C:2]1[C:7]([O:8]C(=O)C)=[C:6]([CH:12](O)[CH3:13])[C:5]([CH2:15][S:16][C:17](=[O:24])[C:18]2[CH:23]=[CH:22][CH:21]=[CH:20][CH:19]=2)=[CH:4][N:3]=1>COCCOCCOC>[CH3:1][C:2]1[C:7]([OH:8])=[C:6]([CH:12]=[CH2:13])[C:5]([CH2:15][S:16][C:17](=[O:24])[C:18]2[CH:23]=[CH:22][CH:21]=[CH:20][CH:19]=2)=[CH:4][N:3]=1. Procedure: The product from Step E (2 gm.) was added to diglyme and refluxed 3 hours. The mixture was evaporated to dryness to give 2-methyl-3-hydroxy-4-vinyl-5-benzoylthiomethylpyridine. This material was purified by chromatography on 800 gm. of silica gel by elution with 10% methanol in chloroform (v/v).